Dataset: the Open Reaction Database (ORD), a public repository of structured organic reaction records. Task: describe an organic reaction: reactants, conditions, products, and yield Reactants: N#Cc1c(O)ccc(O)c1C#N, CN(C)C=O, CC(C)N(C(=O)CBr)C(C)C, [H-], [Na+]. Product: CC(C)N(C(=O)COc1ccc(O)c(C#N)c1C#N)C(C)C. RXN SMILES: [C:3](#[N:4])[c:5]1[c:6]([OH:14])[cH:7][cH:8][c:9]([OH:13])[c:10]1[C:11]#[N:12].[CH3:26][N:27]([CH3:28])[CH:29]=[O:30].[CH:15]([CH3:16])([CH3:17])[N:18]([C:19]([CH2:20][Br:21])=[O:22])[CH:23]([CH3:24])[CH3:25].[H-:1].[Na+:2]>>[C:3](#[N:4])[c:5]1[c:6]([O:14][CH2:20][C:19]([N:18]([CH:15]([CH3:16])[CH3:17])[CH:23]([CH3:24])[CH3:25])=[O:22])[cH:7][cH:8][c:9]([OH:13])[c:10]1[C:11]#[N:12]. Reactants: FC1=C2CCC(C(C2=CC=C1)O)CCN1CCCC1 (5-fluoro-1,2,3,4-tetrahydro-2-[2-(1-pyrrolidinyl)ethyl]-1-naphthalenol), O.C1(=CC=C(C=C1)S(=O)(=O)O)C (p-toluenesulfonic acid. monohydrate). Run in C1(=CC=CC=C1)C (toluene). Yields the product FC1=C2CCC(=CC2=CC=C1)CCN1CCCC1 (1-[2-(5-fluoro-3,4-dihydro-2-naphthalenyl)ethyl]-pyrrolidine). Isolated yield 67.6%. Reaction SMILES: [F:1][C:2]1[CH:11]=[CH:10][CH:9]=[C:8]2[C:3]=1[CH2:4][CH2:5][CH:6]([CH2:13][CH2:14][N:15]1[CH2:19][CH2:18][CH2:17][CH2:16]1)[CH:7]2O.O.C1(C)C=CC(S(O)(=O)=O)=CC=1>C1(C)C=CC=CC=1>[F:1][C:2]1[CH:11]=[CH:10][CH:9]=[C:8]2[C:3]=1[CH2:4][CH2:5][C:6]([CH2:13][CH2:14][N:15]1[CH2:16][CH2:17][CH2:18][CH2:19]1)=[CH:7]2 |f:1.2|. Procedure details: To a solution of 5-fluoro-1,2,3,4-tetrahydro-2-[2-(1-pyrrolidinyl)ethyl]-1-naphthalenol (20.0 g) in toluene (250 ml) was added p-toluenesulfonic acid. monohydrate (16.2 g), and the mixture was refluxed overnight. After cooling, the reaction solution was washed successively with 1N aqueous sodium hydroxide solution, water and a saturated sodium chloride solution, and dried over anhydrous sodium sulfate, and concentrated under reduced pressure. The residue was purified by silica gel column chromat... The reactants are C=Cc1cncc2cccc(OC3CCC(NC(=O)OC(C)(C)C)CC3)c12, CO, Cl. Yields the product Cl, C=Cc1cncc2cccc(OC3CCC(N)CC3)c12. Reaction SMILES: [C:1]([O:2][C:3](=[O:4])[NH:8][CH:9]1[CH2:10][CH2:11][CH:12]([O:15][c:16]2[c:17]3[c:18]([CH:26]=[CH2:27])[cH:19][n:20][cH:21][c:22]3[cH:23][cH:24][cH:25]2)[CH2:13][CH2:14]1)([CH3:5])([CH3:6])[CH3:7].[CH3:28][OH:29].[ClH:30]>>[ClH:30].[NH2:8][CH:9]1[CH2:10][CH2:11][CH:12]([O:15][c:16]2[c:17]3[c:18]([CH:26]=[CH2:27])[cH:19][n:20][cH:21][c:22]3[cH:23][cH:24][cH:25]2)[CH2:13][CH2:14]1. The reactants are C=Cc1cc(OC)cc2c1C(=O)CCC2(C)C, CCOCC, C=[N+]=[N-], CC(=O)[O-], CC(=O)[O-], [Pd+2]. Yields the product COc1cc(C2CC2)c2c(c1)C(C)(C)CCC2=O. Reaction SMILES: [CH3:1][O:2][c:3]1[cH:4][c:5]2[c:10]([c:11]([CH:13]=[CH2:14])[cH:12]1)[C:9](=[O:15])[CH2:8][CH2:7][C:6]2([CH3:16])[CH3:17].[CH3:21][CH2:22][O:23][CH2:24][CH3:25].[N+:18](=[N-:19])=[CH2:20].[O-:27][C:28]([CH3:29])=[O:30].[O-:31][C:32]([CH3:33])=[O:34].[Pd+2:26]>>[CH3:1][O:2][c:3]1[cH:4][c:5]2[c:10]([c:11]([CH:13]3[CH2:14][CH2:20]3)[cH:12]1)[C:9](=[O:15])[CH2:8][CH2:7][C:6]2([CH3:16])[CH3:17]. Reactants: Cl.CC1=C(SC=C1)C(CC1=C(C=C(C=C1)C(F)(F)F)[N+](=O)[O-])NC (α-(3-methyl-2-thienyl)-N-methyl-2-nitro-4-trifluoromethylbenzeneethanamine hydrochloride), O (water). The reagents and catalysts are [Fe] (iron). The solvent is C(C)O (ethanol). The product is NC1=C(C=CC(=C1)C(F)(F)F)CC(NC)C=1SC=CC1C (2-Amino-N-methyl-α-(3-methyl-2-thienyl)-4-trifluoromethylbenzeneethanamine). Isolated yield 77.1%. As a reaction SMILES: Cl.[CH3:2][C:3]1[CH:7]=[CH:6][S:5][C:4]=1[CH:8]([NH:23][CH3:24])[CH2:9][C:10]1[CH:15]=[CH:14][C:13]([C:16]([F:19])([F:18])[F:17])=[CH:12][C:11]=1[N+:20]([O-])=O.O>[Fe].C(O)C>[NH2:20][C:11]1[CH:12]=[C:13]([C:16]([F:17])([F:18])[F:19])[CH:14]=[CH:15][C:10]=1[CH2:9][CH:8]([C:4]1[S:5][CH:6]=[CH:7][C:3]=1[CH3:2])[NH:23][CH3:24] |f:0.1|. Reported procedure: A mixture of 3.3 g of α-(3-methyl-2-thienyl)-N-methyl-2-nitro-4-trifluoromethylbenzeneethanamine hydrochloride, 4.8 g of iron powder, 13 ml of water, 50 ml of 95% ethanol, and concentrated 350 μl hydrochloric acid was refluxed for 1.5 hrs. The mixture was filtered through Celite, the filter cake washed with water, and the organic phase of the filtrate was concentrated in vacuo. The residue was diluted with 50 ml of water and basified with 10% (aq) sodium hydroxide solution. The aqueous phase was... Starting materials: ClC1=CC=C(C=C1)SC1CN(CCC1)S(=O)(=O)C1=CC=C(C=C1)C (3-[(4-chlorophenyl)thio]-1-[(4-methylphenyl)sulfonyl]piperidine), OO (hydrogen peroxide), C(C)(=O)O (acetic acid), [OH-].[Na+] (sodium hydroxide). The solvent is ice water. Reaction conditions: temperature 90 celsius, time 8 hour. Yields the product ClC1=CC=C(C=C1)S(=O)(=O)C1CN(CCC1)S(=O)(=O)C1=CC=C(C=C1)C (3-[(4-Chlorophenyl)sulfonyl]-1-[(4-methylphenyl)sulfonyl]piperidine). RXN SMILES: [Cl:1][C:2]1[CH:7]=[CH:6][C:5]([S:8][CH:9]2[CH2:14][CH2:13][CH2:12][N:11]([S:15]([C:18]3[CH:23]=[CH:22][C:21]([CH3:24])=[CH:20][CH:19]=3)(=[O:17])=[O:16])[CH2:10]2)=[CH:4][CH:3]=1.OO.[OH-:27].[Na+].C(O)(=[O:31])C>>[Cl:1][C:2]1[CH:3]=[CH:4][C:5]([S:8]([CH:9]2[CH2:14][CH2:13][CH2:12][N:11]([S:15]([C:18]3[CH:19]=[CH:20][C:21]([CH3:24])=[CH:22][CH:23]=3)(=[O:17])=[O:16])[CH2:10]2)(=[O:31])=[O:27])=[CH:6][CH:7]=1 |f:2.3|. Procedure: A mixture of 37.96 g (0.10 mole) of 3-[(4-chlorophenyl)thio]-1-[(4-methylphenyl)sulfonyl]piperidine, 300 ml of glacial acetic acid, and 61.8 g of 30% hydrogen peroxide (0.6 mole) was stirred overnight at 90° C. The reaction mixture was cooled to room temperature and diluted with ice water. The diluted mixture was made alkaline with 50% aqueous sodium hydroxide and extracted with methylene chloride. The aqueous phase was discarded. The methylene chloride phase was washed with sodium sulfite to re... Procedure details: To a glass vial was added 6-(6-methoxy-5-trifluoromethyl-pyridin-3-yl)-4-((S)-pyrrolidin-3-yloxy)-5,6,7,8-tetrahydro-pyrido[4,3-d]pyrimidine dihydrochloride (prepared using step 1 of example 91 from intermediate 13) (75 mg, 0.16 mmol), 2-bromopyridine (1 mL, 10.25 mmol) and N,N-diisopropylethylamine (0.14 mL, 0.80 mmol). The vial was capped and the mixture heated in the microwave at 160° C. for 20 min. Purification by reverse phase Gilson HPLC (Method A) and subsequent neutralization of the comb... The product is COC1=C(C=C(C=N1)N1CC2=C(N=CN=C2O[C@@H]2CN(CC2)C2=NC=CC=C2)CC1)C(F)(F)F (6-(6-methoxy-5-trifluoromethyl-pyridin-3-yl)-4-((S)-1-pyridin-2-yl-pyrrolidin-3-yloxy)-5,6,7,8-tetrahydro-pyrido[4,3-d]pyrimidine). Run at temperature 160 celsius. Starting materials: Cl.Cl.COC1=C(C=C(C=N1)N1CC2=C(N=CN=C2O[C@@H]2CNCC2)CC1)C(F)(F)F (6-(6-methoxy-5-trifluoromethyl-pyridin-3-yl)-4-((S)-pyrrolidin-3-yloxy)-5,6,7,8-tetrahydro-pyrido[4,3-d]pyrimidine dihydrochloride), Cl.Cl.COC1=C(C=C(C=N1)N1CC2=C(N=CN=C2O[C@@H]2CNCC2)CC1)C(F)(F)F (6-(6-methoxy-5-trifluoromethyl-pyridin-3-yl)-4-((S)-pyrrolidin-3-yloxy)-5,6,7,8-tetrahydro-pyrido[4,3-d]pyrimidine dihydrochloride), BrC1=NC=CC=C1 (2-bromopyridine), C(C)(C)N(C(C)C)CC (N,N-diisopropylethylamine). RXN SMILES: Cl.Cl.[CH3:3][O:4][C:5]1[N:10]=[CH:9][C:8]([N:11]2[CH2:26][CH2:25][C:14]3[N:15]=[CH:16][N:17]=[C:18]([O:19][C@H:20]4[CH2:24][CH2:23][NH:22][CH2:21]4)[C:13]=3[CH2:12]2)=[CH:7][C:6]=1[C:27]([F:30])([F:29])[F:28].Br[C:32]1[CH:37]=[CH:36][CH:35]=[CH:34][N:33]=1.C(N(CC)C(C)C)(C)C>>[CH3:3][O:4][C:5]1[N:10]=[CH:9][C:8]([N:11]2[CH2:26][CH2:25][C:14]3[N:15]=[CH:16][N:17]=[C:18]([O:19][C@H:20]4[CH2:24][CH2:23][N:22]([C:32]5[CH:37]=[CH:36][CH:35]=[CH:34][N:33]=5)[CH2:21]4)[C:13]=3[CH2:12]2)=[CH:7][C:6]=1[C:27]([F:30])([F:28])[F:29] |f:0.1.2|. Isolated yield 25.1%.